From a dataset of the Open Reaction Database (ORD), a public repository of structured organic reaction records. describe an organic reaction: reactants, conditions, products, and yield Reactants: CCCCN, CCN(CC)CC(C)N1c2ccccc2Sc2ccc(C(N)=S)cc21, CCO. The product is CCCCNC(=S)c1ccc2c(c1)N(C(C)CN(CC)CC)c1ccccc1S2. As a reaction SMILES: [CH2:1]([CH2:2][CH2:3][CH3:4])[NH2:5].[CH2:6]([CH3:7])[N:8]([CH2:9][CH:10]([CH3:11])[N:12]1[c:13]2[cH:14][cH:15][cH:16][cH:17][c:18]2[S:19][c:20]2[cH:21][cH:22][c:23]([C:26]([NH2:27])=[S:28])[cH:24][c:25]21)[CH2:29][CH3:30].[CH3:31][CH2:32][OH:33]>>[CH2:1]([CH2:2][CH2:3][CH3:4])[NH:5][C:26]([c:23]1[cH:22][cH:21][c:20]2[c:25]([cH:24]1)[N:12]([CH:10]([CH2:9][N:8]([CH2:6][CH3:7])[CH2:29][CH3:30])[CH3:11])[c:13]1[cH:14][cH:15][cH:16][cH:17][c:18]1[S:19]2)=[S:28]. Starting materials: COC1=C(C(=O)Cl)C=CC(=C1)OC (2,4-dimethoxybenzoyl chloride), BrC=1C=C2NC(C=3N(C2=CC1)C=CC3)C (7-bromo-4-methyl-4,5-dihydropyrrolo[1,2-a]quinoxaline). The product is BrC=1C=C2N(C(C=3N(C2=CC1)C=CC3)C)C(C3=C(C=C(C=C3)OC)OC)=O (7-Bromo-5-(2,4-dimethoxybenzoyl)-4-methyl-4,5-dihydropyrrolo[1,2-a]quinoxaline). RXN SMILES: [CH3:1][O:2][C:3]1[CH:11]=[C:10]([O:12][CH3:13])[CH:9]=[CH:8][C:4]=1[C:5](Cl)=[O:6].[Br:14][C:15]1[CH:16]=[C:17]2[C:22](=[CH:23][CH:24]=1)[N:21]1[CH:25]=[CH:26][CH:27]=[C:20]1[CH:19]([CH3:28])[NH:18]2>>[Br:14][C:15]1[CH:16]=[C:17]2[C:22](=[CH:23][CH:24]=1)[N:21]1[CH:25]=[CH:26][CH:27]=[C:20]1[CH:19]([CH3:28])[N:18]2[C:5](=[O:6])[C:4]1[CH:8]=[CH:9][C:10]([O:12][CH3:13])=[CH:11][C:3]=1[O:2][CH3:1]. Procedure details: 7-Bromo-5-(2,4-dimethoxybenzoyl)-4-methyl-4,5-dihydropyrrolo[1,2-a]quinoxaline was prepared from 2,4-dimethoxybenzoyl chloride and 7-bromo-4-methyl-4,5-dihydropyrrolo[1,2-a]quinoxaline (see Example 106, Step 1) according to the procedure of Example 106, Step 2. The product was purified via Biotage Horizon® (25S, silica, gradient from 5% EtOAc/hexane to 40% EtOAc/hexane) and isolated as a white foam. MS (ESI) m/z 427/429 ([M+H]+); HRMS: calcd for C21H19BrN2O3, 426.0579; found (ESI+), 427.0642.